This data is from the Open Reaction Database (ORD), a public repository of structured organic reaction records. The task is: describe an organic reaction: reactants, conditions, products, and yield Starting materials: FC(F)(F)c1ccc(Nc2ncnc3c2CN(Cc2ccccc2)CC3)cn1, CO, [OH-], [OH-], [Pd+2]. Product: FC(F)(F)c1ccc(Nc2ncnc3c2CNCC3)cn1. As a reaction SMILES: [CH2:1]([c:2]1[cH:3][cH:4][cH:5][cH:6][cH:7]1)[N:8]1[CH2:9][c:10]2[c:11]([n:12][cH:13][n:14][c:15]2[NH:16][c:17]2[cH:18][n:19][c:20]([C:23]([F:24])([F:25])[F:26])[cH:21][cH:22]2)[CH2:27][CH2:28]1.[CH3:29][OH:30].[OH-:31].[OH-:33].[Pd+2:32]>>[NH:8]1[CH2:9][c:10]2[c:11]([n:12][cH:13][n:14][c:15]2[NH:16][c:17]2[cH:18][n:19][c:20]([C:23]([F:24])([F:25])[F:26])[cH:21][cH:22]2)[CH2:27][CH2:28]1. The reactants are C(#N)C=1C=CC2=C(C=C(S2)C(=O)O)C1 (5-cyanobenzothiophene-2-carboxylic acid), Cl.ClC=1C=C2C=CC(=CC2=CC1)S(=O)(=O)N1CCNCC1 (1-[(6-chloronaphthalen-2-yl)sulfonyl]piperazine hydrochloride). Yields the product ClC=1C=C2C=CC(=CC2=CC1)S(=O)(=O)N1CCN(CC1)C(=O)C=1SC2=C(C1)C=C(C=C2)C#N (1-[(6-Chloronaphthalen-2-yl)sulfonyl]-4-[(5-cyanobenzothiophen-2-yl)carbonyl]piperazine). As a reaction SMILES: [C:1]([C:3]1[CH:4]=[CH:5][C:6]2[S:10][C:9]([C:11]([OH:13])=O)=[CH:8][C:7]=2[CH:14]=1)#[N:2].Cl.[Cl:16][C:17]1[CH:18]=[C:19]2[C:24](=[CH:25][CH:26]=1)[CH:23]=[C:22]([S:27]([N:30]1[CH2:35][CH2:34][NH:33][CH2:32][CH2:31]1)(=[O:29])=[O:28])[CH:21]=[CH:20]2>>[Cl:16][C:17]1[CH:18]=[C:19]2[C:24](=[CH:25][CH:26]=1)[CH:23]=[C:22]([S:27]([N:30]1[CH2:31][CH2:32][N:33]([C:11]([C:9]3[S:10][C:6]4[CH:5]=[CH:4][C:3]([C:1]#[N:2])=[CH:14][C:7]=4[CH:8]=3)=[O:13])[CH2:34][CH2:35]1)(=[O:28])=[O:29])[CH:21]=[CH:20]2 |f:1.2|. Reported procedure: In the same manner as in Referential Example 319, a reaction was effected using 5-cyanobenzothiophene-2-carboxylic acid and 1-[(6-chloronaphthalen-2-yl)sulfonyl]piperazine hydrochloride as starting materials, whereby the title compound was obtained. Reactants: FC1=C(C=CC(=C1)F)C1=CC=C(C=C1)C(=CC(=O)O)C (3-(2',4'-difluoro-4-biphenylyl)-2-butenoic acid). The reagents and catalysts are O=[Pt]=O (PtO2). Solvent: O1CCOCC1 (dioxane). The product is FC1=C(C=CC(=C1)F)C1=CC=C(C=C1)C(CC(=O)O)C (3-(2',4'-difluoro-4-biphenylyl)butyric acid). Reaction SMILES: [F:1][C:2]1[CH:7]=[C:6]([F:8])[CH:5]=[CH:4][C:3]=1[C:9]1[CH:14]=[CH:13][C:12]([C:15]([CH3:20])=[CH:16][C:17]([OH:19])=[O:18])=[CH:11][CH:10]=1>O=[Pt]=O.O1CCOCC1>[F:1][C:2]1[CH:7]=[C:6]([F:8])[CH:5]=[CH:4][C:3]=1[C:9]1[CH:14]=[CH:13][C:12]([CH:15]([CH3:20])[CH2:16][C:17]([OH:19])=[O:18])=[CH:11][CH:10]=1. Procedure details: 1 g. of 3-(2',4'-difluoro-4-biphenylyl)-2-butenoic acid is dissolved in 25 ml. of dioxane. 0.1 g. of PtO2 is added and the hydrogenation is carried out at 20° under normal pressure until hydrogen absorption has ceased. The mixture is filtered and the filtrate is evaporated to give 3-(2',4'-difluoro-4-biphenylyl)butyric acid, m.p. 109°-110°. Starting materials: NC=1SC(=CC1C#N)CC (2-amino-5-ethyl-thiophene-3-carbonitrile), FC1=C(C=CC(=C1)F)[N+](=O)[O-] (2,4-difluoronitrobenzene), [H-].[Na+] (sodium hydride). Solvent: O1CCCC1 (tetrahydrofuran), O1CCCC1 (tetrahydrofuran). Reaction conditions: time 18 hour. The product is FC=1C=CC(=C(C1)NC=1SC(=CC1C#N)CC)[N+](=O)[O-] (2-(5-Fluoro-2-nitro-phenylamino)-5-ethyl-thiophene-3-carbonitrile). RXN SMILES: [NH2:1][C:2]1[S:3][C:4]([CH2:9][CH3:10])=[CH:5][C:6]=1[C:7]#[N:8].F[C:12]1[CH:17]=[C:16]([F:18])[CH:15]=[CH:14][C:13]=1[N+:19]([O-:21])=[O:20].[H-].[Na+]>O1CCCC1>[F:18][C:16]1[CH:15]=[CH:14][C:13]([N+:19]([O-:21])=[O:20])=[C:12]([NH:1][C:2]2[S:3][C:4]([CH2:9][CH3:10])=[CH:5][C:6]=2[C:7]#[N:8])[CH:17]=1 |f:2.3|. Reported procedure: Dissolve 2-amino-5-ethyl-thiophene-3-carbonitrile (8.2 g, 54 mmol) and 2,4-difluoronitrobenzene (8.6 g, 54 mmol) in tetrahydrofuran (20 ml) and add to a stirring solution of sodium hydride (50% dispersion in mineral oil)(4.1 g, 1.4 equiv) in tetrahydrofuran (50 ml) under a nitrogen atmosphere. Maintain the rate of addition to keep the temperature below 45° C. and gas evolution under control. Stir 18 h. Pour the mixture into a mixture of ice and 2NHCl, extract into ethyl acetate, dry (MgSO4) and ...